This data is from the Open Reaction Database (ORD), a public repository of structured organic reaction records. The task is: describe an organic reaction: reactants, conditions, products, and yield Yield: 5.1%. Product: COC=1C=C2C(=C(NC2=CC1)C)CC(=O)NC=1N=CC2=CC=C(C=C2C1)C=1C=NNC1 (2-(5-methoxy-2-methyl-1H-indol-3-yl)-N-[6-(1H-pyrazol-4-yl)isoquinolin-3-yl]acetamide), product. Procedure details: To a solution of 2-(5-methoxy-2-methyl-1H-indol-3-yl)acetic acid (219.2 mg, 0.5 mmol) in 5 mL of anhydrous THF was added oxalyl chloride (119.6 mg, 0.95 mmol), and 100 μL of DMF also was added. A effervescence occurred. Within 1-4 minutes the effervescence stopped. The mixture was stirred for 30 minute at room temperature, followed by addition of 6-(1H-Pyrazol-4-yl)-isoquinolin-3-ylamine in 5 mL of pyridine (100.0 mg, 0.5 mmol). The reaction was stirred at the ambient temperature over 16 hours a... Reaction SMILES: [CH3:1][O:2][C:3]1[CH:4]=[C:5]2[C:9](=[CH:10][CH:11]=1)[NH:8][C:7]([CH3:12])=[C:6]2[CH2:13][C:14]([OH:16])=O.C(Cl)(=O)C(Cl)=O.[NH:23]1[CH:27]=[C:26]([C:28]2[CH:29]=[C:30]3[C:35](=[CH:36][CH:37]=2)[CH:34]=[N:33][C:32]([NH2:38])=[CH:31]3)[CH:25]=[N:24]1.N1C=CC=CC=1.C([O-])([O-])=O.[K+].[K+]>C1COCC1.O.CN(C=O)C>[CH3:1][O:2][C:3]1[CH:4]=[C:5]2[C:9](=[CH:10][CH:11]=1)[NH:8][C:7]([CH3:12])=[C:6]2[CH2:13][C:14]([NH:38][C:32]1[N:33]=[CH:34][C:35]2[C:30]([CH:31]=1)=[CH:29][C:28]([C:26]1[CH:25]=[N:24][NH:23][CH:27]=1)=[CH:37][CH:36]=2)=[O:16] |f:4.5.6|. The solvent is C1CCOC1 (THF), CN(C)C=O (DMF), O (water). Conditions: time 2.5 minute. Starting materials: COC=1C=C2C(=C(NC2=CC1)C)CC(=O)O (2-(5-methoxy-2-methyl-1H-indol-3-yl)acetic acid), C(C(=O)Cl)(=O)Cl (oxalyl chloride), C(=O)([O-])[O-].[K+].[K+] (K2CO3), N1N=CC(=C1)C=1C=C2C=C(N=CC2=CC1)N (6-(1H-Pyrazol-4-yl)-isoquinolin-3-ylamine), N1=CC=CC=C1 (pyridine). The product is CC(=O)C=NC1CCN(Cc2ccccc2)CC1. Reactants: CCOCC, CC(=O)C=O, NC1CCN(Cc2ccccc2)CC1. As a reaction SMILES: [CH3:20][CH2:21][O:22][CH2:23][CH3:24].[CH:1]([C:2](=[O:3])[CH3:4])=[O:5].[NH2:6][CH:7]1[CH2:8][CH2:9][N:10]([CH2:13][c:14]2[cH:15][cH:16][cH:17][cH:18][cH:19]2)[CH2:11][CH2:12]1>>[CH:1]([C:2](=[O:3])[CH3:4])=[N:6][CH:7]1[CH2:8][CH2:9][N:10]([CH2:13][c:14]2[cH:15][cH:16][cH:17][cH:18][cH:19]2)[CH2:11][CH2:12]1. The reactants are CC(C)(C)OC(=O)c1ccc(Cn2nnc(-c3cccc(I)c3)n2)cc1, ClCCl, O=C(O)C(F)(F)F. Product: O=C(O)c1ccc(Cn2nnc(-c3cccc(I)c3)n2)cc1. Reaction SMILES: [C:1]([CH3:2])([CH3:3])([CH3:4])[O:5][C:6]([c:7]1[cH:8][cH:9][c:10]([CH2:13][n:14]2[n:15][c:16](-[c:19]3[cH:20][c:21]([I:25])[cH:22][cH:23][cH:24]3)[n:17][n:18]2)[cH:11][cH:12]1)=[O:26].[Cl:34][CH2:35][Cl:36].[OH:27][C:28]([C:29]([F:30])([F:31])[F:32])=[O:33]>>[O:5]=[C:6]([c:7]1[cH:8][cH:9][c:10]([CH2:13][n:14]2[n:15][c:16](-[c:19]3[cH:20][c:21]([I:25])[cH:22][cH:23][cH:24]3)[n:17][n:18]2)[cH:11][cH:12]1)[OH:26].